describe an organic reaction: reactants, conditions, products, and yield From a dataset of the Open Reaction Database (ORD), a public repository of structured organic reaction records. Reactants: CO, CS(C)=O, Cl, [Na+], [OH-], COC(=O)C(C)C(c1ccccc1)c1ccc2[nH]ncc2c1. Product: CC(C(=O)O)C(c1ccccc1)c1ccc2[nH]ncc2c1. Reaction SMILES: [CH3:26][OH:27].[CH3:28][S:29]([CH3:30])=[O:31].[ClH:23].[Na+:25].[OH-:24].[nH:1]1[n:2][cH:3][c:4]2[cH:5][c:6]([CH:10]([CH:11]([C:12](=[O:13])[O:14][CH3:15])[CH3:16])[c:17]3[cH:18][cH:19][cH:20][cH:21][cH:22]3)[cH:7][cH:8][c:9]12>>[nH:1]1[n:2][cH:3][c:4]2[cH:5][c:6]([CH:10]([CH:11]([C:12](=[O:13])[OH:14])[CH3:16])[c:17]3[cH:18][cH:19][cH:20][cH:21][cH:22]3)[cH:7][cH:8][c:9]12. Reactants: CC(C)(C)[Si](C)(C)OCCCCCC(c1cccnc1Cl)S(=O)(=O)c1ccc(Cl)cc1, CCCC[N+](CCCC)(CCCC)CCCC, [F-], C1CCOC1. Yields the product O=S(=O)(c1ccc(Cl)cc1)C(CCCCCO)c1cccnc1Cl. As a reaction SMILES: [C:19]([Si:20]([CH3:21])([CH3:22])[O:24][CH2:25][CH2:26][CH2:27][CH2:28][CH2:29][CH:30]([S:31](=[O:32])(=[O:33])[c:34]1[cH:35][cH:36][c:37]([Cl:40])[cH:38][cH:39]1)[c:41]1[c:42]([Cl:47])[n:43][cH:44][cH:45][cH:46]1)([CH3:23])([CH3:48])[CH3:49].[CH3:2][CH2:3][CH2:4][CH2:5][N+:6]([CH2:7][CH2:8][CH2:9][CH3:10])([CH2:11][CH2:12][CH2:13][CH3:14])[CH2:15][CH2:16][CH2:17][CH3:18].[F-:1].[O:50]1[CH2:51][CH2:52][CH2:53][CH2:54]1>>[OH:24][CH2:25][CH2:26][CH2:27][CH2:28][CH2:29][CH:30]([S:31](=[O:32])(=[O:33])[c:34]1[cH:35][cH:36][c:37]([Cl:40])[cH:38][cH:39]1)[c:41]1[c:42]([Cl:47])[n:43][cH:44][cH:45][cH:46]1. Starting materials: [Cl-], [Cl-], O=[N+]([O-])c1ccc([O-])c([N+](=O)[O-])c1, O=[N+]([O-])c1ccc(Cl)c([N+](=O)[O-])c1, [NH4+], [Na+], [Na+], [OH-], O, [SH-]. Yields the product Nc1cc([N+](=O)[O-])ccc1[O-], [Na+]. Reaction SMILES: [Cl-:16].[Cl-:33].[N+:18]([O-:19])(=[O:20])[c:21]1[c:22]([O-:30])[cH:23][cH:24][c:25]([N+:27](=[O:28])[O-:29])[cH:26]1.[N+:1]([c:2]1[cH:3][c:4]([N+:5]([O-:6])=[O:7])[cH:8][cH:9][c:10]1[Cl:11])([O-:12])=[O:13].[NH4+:17].[Na+:15].[Na+:32].[OH-:14].[OH2:34].[SH-:31]>>[NH2:18][c:21]1[c:22]([O-:30])[cH:23][cH:24][c:25]([N+:27](=[O:28])[O-:29])[cH:26]1.[Na+:15]. Starting materials: FC(C(=O)F)(OC(C(C(F)(F)F)(F)F)(F)F)C(F)(F)F (perfluoro-2-methyl-3-oxahexanoyl fluoride), C[Si]([O-])(C)C.[K+] (potassium trimethylsilanolate). Run in CCOCC (ether). The product is FC(C(=O)[O-])(OC(C(C(F)(F)F)(F)F)(F)F)C(F)(F)F.[K+] (Potassium perfluoro-2-methyl-3-oxahexanoate). The yield is 72.0%. As a reaction SMILES: [F:1][C:2]([C:17]([F:20])([F:19])[F:18])([O:6][C:7]([F:16])([F:15])[C:8]([F:14])([F:13])[C:9]([F:12])([F:11])[F:10])[C:3](F)=[O:4].C[Si](C)(C)[O-:23].[K+:26]>CCOCC>[F:1][C:2]([C:17]([F:18])([F:19])[F:20])([O:6][C:7]([F:15])([F:16])[C:8]([F:13])([F:14])[C:9]([F:12])([F:10])[F:11])[C:3]([O-:4])=[O:23].[K+:26] |f:1.2,4.5|. Reported procedure: The procedure of Example 1 was followed using perfluoro-2-methyl-3-oxahexanoyl fluoride (16.6 g, 50 mmol), potassium trimethylsilanolate (6.41 g, 50 mmol), and dry ether (300 mL). Potassium perfluoro-2-methyl-3-oxahexanoate (12.3 g initially and 0.9 g by concentrating the filtrate under vacuum; total: 13.2 g, 72% yield) was isolated as a white solid: 19F NMR (D2O) δ -81.0 ##STR12## The reactants are FC=1C=C2C(=NC1)N(N=C2C#N)CC2=C(C=CC=C2)F (5-Fluoro-1-(2-fluorobenzyl)-1H-pyrazolo[3,4-b]pyridine-3-carbonitrile), [Cl-].[NH4+] (ammonium chloride), C(C)O (ethanol), C[O-].[Na+] (sodium methoxide). Run in CO (methanol). Conditions: time 8 hour. Yields the product Cl.FC=1C=C2C(=NC1)N(N=C2C(N)=N)CC2=C(C=CC=C2)F (5-Fluoro-1-(2-fluorobenzyl)-1H-pyrazolo[3,4-b]pyridine-3-carboximidamide hydrochloride). Reaction SMILES: [F:1][C:2]1[CH:3]=[C:4]2[C:10]([C:11]#[N:12])=[N:9][N:8]([CH2:13][C:14]3[CH:19]=[CH:18][CH:17]=[CH:16][C:15]=3[F:20])[C:5]2=[N:6][CH:7]=1.C(O)C.C[O-].[Na+].[Cl-:27].[NH4+:28]>CO>[ClH:27].[F:1][C:2]1[CH:3]=[C:4]2[C:10]([C:11](=[NH:28])[NH2:12])=[N:9][N:8]([CH2:13][C:14]3[CH:19]=[CH:18][CH:17]=[CH:16][C:15]=3[F:20])[C:5]2=[N:6][CH:7]=1 |f:2.3,4.5,7.8|. Reported procedure: 406.0 g (1.50 mol) of the compound from Example 8 were suspended in 2.08 1 of ethanol. Subsequently, 54.1 g (0.30 mol) of sodium methoxide in methanol (30%) were added and the mixture was stirred at room temperature overnight. 88.4 g (1.65 mol) of ammonium chloride were added, and the mixture was heated to 65° C. and stirred at 65° C. for 3.5 h. The solvents were distilled off and the residue was stirred with 1.6 1 of ethyl acetate overnight. The precipitated solids were filtered off with suctio... Starting materials: FC(COCC1=C(N=NN1C1=CC=CC=C1)C(=O)N([C@@H]1CN(C[C@@H](C1)C(=O)N1CCOCC1)C(=O)OC(C)(C)C)CC(C)C)F (tert-Butyl(3S,5R)-3-[({5-[(2,2-difluoroethoxy)methyl]-1-phenyl-1H-1,2,3-triazol-4-yl}carbonyl)(2-methylpropyl)amino]-5-(morpholin-4-ylcarbonyl)piperidine-1-carboxylate). The solvent is C(C)(=O)OCC.Cl (hydrogen chloride-ethyl acetate). Reaction conditions: time 3 hour. Yields the product FC(COCC1=C(N=NN1C1=CC=CC=C1)C(=O)N([C@@H]1CNC[C@@H](C1)C(=O)N1CCOCC1)CC(C)C)F (5-[(2,2-difluoroethoxy)methyl]-N-(2-methylpropyl)-N-[(3S,5R)-5-(morpholin-4-ylcarbonyl)piperidin-3-yl]-1-phenyl-1H-1,2,3-triazole-4-carboxamide). Isolated yield 28.5%. RXN SMILES: [F:1][CH:2]([F:45])[CH2:3][O:4][CH2:5][C:6]1[N:10]([C:11]2[CH:16]=[CH:15][CH:14]=[CH:13][CH:12]=2)[N:9]=[N:8][C:7]=1[C:17]([N:19]([CH2:41][CH:42]([CH3:44])[CH3:43])[C@H:20]1[CH2:25][C@@H:24]([C:26]([N:28]2[CH2:33][CH2:32][O:31][CH2:30][CH2:29]2)=[O:27])[CH2:23][N:22](C(OC(C)(C)C)=O)[CH2:21]1)=[O:18]>C(OCC)(=O)C.Cl>[F:45][CH:2]([F:1])[CH2:3][O:4][CH2:5][C:6]1[N:10]([C:11]2[CH:12]=[CH:13][CH:14]=[CH:15][CH:16]=2)[N:9]=[N:8][C:7]=1[C:17]([N:19]([CH2:41][CH:42]([CH3:43])[CH3:44])[C@H:20]1[CH2:25][C@@H:24]([C:26]([N:28]2[CH2:33][CH2:32][O:31][CH2:30][CH2:29]2)=[O:27])[CH2:23][NH:22][CH2:21]1)=[O:18] |f:1.2|. Reported procedure: tert-Butyl(3S,5R)-3-[({5-[(2,2-difluoroethoxy)methyl]-1-phenyl-1H-1,2,3-triazol-4-yl}carbonyl)(2-methylpropyl)amino]-5-(morpholin-4-ylcarbonyl)piperidine-1-carboxylate (15.0 mg) was dissolved in 1M hydrogen chloride-ethyl acetate (3 ml), and the mixture was stirred at room temperature for 3 hr. The reaction mixture was concentrated under reduced pressure, the residue was subjected to reversed-phase preparative HPLC and the eluted fraction was concentrated under reduced pressure. The residual aqu... The reactants are CCOC(=O)C=C1CCC2(CC1)OCCO2, Cc1ccccc1, CC(C)O. Yields the product CCOC(=O)CC1CCC2(CC1)OCCO2. RXN SMILES: [CH2:1]([CH3:2])[O:3][C:4]([CH:5]=[C:6]1[CH2:7][CH2:8][C:9]2([O:10][CH2:11][CH2:12][O:13]2)[CH2:14][CH2:15]1)=[O:16].[CH3:21][c:22]1[cH:23][cH:24][cH:25][cH:26][cH:27]1.[CH:17]([OH:18])([CH3:19])[CH3:20]>>[CH2:1]([CH3:2])[O:3][C:4]([CH2:5][CH:6]1[CH2:7][CH2:8][C:9]2([O:10][CH2:11][CH2:12][O:13]2)[CH2:14][CH2:15]1)=[O:16]. Starting materials: BrC(C)[Si](OCC)(OCC)OCC (alpha-bromoethyltriethoxysilane), alpha-bromoamyltriethoxysilane, alpha-bromoamyltriethoxysilane, C(C1=CC=CC=C1)N(C)C (benzyldimethylamine), C(CCCC)[Si](Cl)(Cl)Cl (amyltrichlorosilane). Solvent: CC(CC)=O (2-butanone). Product: [Br-].C(C1=CC=CC=C1)[N+](C(C)[Si](OCC)(OCC)OCC)(C)C (alpha-(benzyldimethylammonio)ethyltriethoxysilane bromide). RXN SMILES: [Br:1][CH:2]([Si:4]([O:11][CH2:12][CH3:13])([O:8][CH2:9][CH3:10])[O:5][CH2:6][CH3:7])[CH3:3].C([Si](Cl)(Cl)Cl)CCCC.[CH2:23]([N:30]([CH3:32])[CH3:31])[C:24]1[CH:29]=[CH:28][CH:27]=[CH:26][CH:25]=1>CC(=O)CC>[Br-:1].[CH2:23]([N+:30]([CH3:32])([CH3:31])[CH:2]([Si:4]([O:11][CH2:12][CH3:13])([O:8][CH2:9][CH3:10])[O:5][CH2:6][CH3:7])[CH3:3])[C:24]1[CH:29]=[CH:28][CH:27]=[CH:26][CH:25]=1 |f:4.5|. Procedure details: In a manner like that used for the preparation of alpha-bromoethyltriethoxysilane, alpha-bromoamyltriethoxysilane is prepared in two steps from amyltrichlorosilane (commercially available). One-quarter mole of alpha-bromoamyltriethoxysilane (78.5g) is refluxed for 12 hours with 0.25 moles (33.75g) of benzyldimethylamine in 125 ml. of 2-butanone. The product, alpha-(benzyldimethylammonio)ethyltriethoxysilane bromide is isolated by removing the solvent under vacuum.